This data is from the Open Reaction Database (ORD), a public repository of structured organic reaction records. The task is: describe an organic reaction: reactants, conditions, products, and yield Solvent: CS(C)=O (DMSO), O (water), CS(C)=O (DMSO), CS(C)=O (DMSO), CS(C)=O (DMSO). Reactants: Ic1c[nH]c2ncccc12, CC1(C)OB(OC1(C)C)c2cnn(Cc3ccccc3)c2. Product: C(c1ccccc1)n2cc(cn2)c3c[nH]c4ncccc34, Ic1c[nH]c2ncccc12, c1ccc(-c2ccccc2)cc1. The reagents and catalysts are CCN=P(N=P(N(C)C)(N(C)C)N(C)C)(N(C)C)N(C)C (P2-Et), CC(C)c1cc(C(C)C)c(-c2ccccc2[PH](C(C)(C)C)(C(C)(C)C)[Pd]2(OS(C)(=O)=O)Nc3ccccc3-c3ccccc32)c(C(C)C)c1 (tBuXphos G3). Conditions: time 22 hour.